This data is from the Open Reaction Database (ORD), a public repository of structured organic reaction records. The task is: describe an organic reaction: reactants, conditions, products, and yield Starting materials: C(C)(=O)OCC1=C(C(=CC=C1)[N+](=O)[O-])Br (2-bromo-3-nitrophenylmethyl acetate), N1CCOCC1 (morpholine). The reagents and catalysts are [Pt]=O (platinum oxide). The solvent is CO (methanol). Yields the product C(C)(=O)OCC1=C(C(=CC=C1)N)Br (3-amino-2-bromophenylmethyl acetate). The yield is 115.5%. RXN SMILES: [C:1]([O:4][CH2:5][C:6]1[CH:11]=[CH:10][CH:9]=[C:8]([N+:12]([O-])=O)[C:7]=1[Br:15])(=[O:3])[CH3:2].N1CCOCC1>CO.[Pt]=O>[C:1]([O:4][CH2:5][C:6]1[CH:11]=[CH:10][CH:9]=[C:8]([NH2:12])[C:7]=1[Br:15])(=[O:3])[CH3:2]. Reported procedure: A mixture of 5.7 grams (0.022 mole) of 2-bromo-3-nitrophenylmethyl acetate, 0.1 gram of platinum oxide and 2.0 ml of morpholine in 200 ml of methanol was hydrogenated using a Parr hydrogenator. The hydrogenation required 2.25 hours. The reaction mixture was filtered and the filtrate concentrated under reduced pressure to give 6.2 grams of 3-amino-2-bromophenylmethyl acetate. Reactants: C(C1=CC=CC=C1)Br (benzyl bromide), C([O-])([O-])=O.[K+].[K+] (potassium carbonate), C(C1=CC=CC=C1)OC=1C(=CC=2CCC(CC2C1)O)N1CC(NS1(=O)=O)=O (5-(3-benzyloxy-6-hydroxy-5,6,7,8-tetrahydronaphthalen-2-yl)-1,1-dioxo-1,2,5-thiadiazolidin-3-one). The solvent is CN(C)C=O (DMF). Reaction conditions: time 18 hour. The product is C(C1=CC=CC=C1)N1S(N(CC1=O)C1=CC=2CCC(CC2C=C1OCC1=CC=CC=C1)O)(=O)=O (2-Benzyl-5-(3-benzyloxy-6-hydroxy-5,6,7,8-tetrahydronaphthalen-2-yl)-1,1-dioxo-1,2,5-thiadiazolidin-3-one). RXN SMILES: [CH2:1]([O:8][C:9]1[C:10]([N:20]2[S:24](=[O:26])(=[O:25])[NH:23][C:22](=[O:27])[CH2:21]2)=[CH:11][C:12]2[CH2:13][CH2:14][CH:15]([OH:19])[CH2:16][C:17]=2[CH:18]=1)[C:2]1[CH:7]=[CH:6][CH:5]=[CH:4][CH:3]=1.[CH2:28](Br)[C:29]1[CH:34]=[CH:33][CH:32]=[CH:31][CH:30]=1.C(=O)([O-])[O-].[K+].[K+]>CN(C=O)C>[CH2:28]([N:23]1[C:22](=[O:27])[CH2:21][N:20]([C:10]2[C:9]([O:8][CH2:1][C:2]3[CH:3]=[CH:4][CH:5]=[CH:6][CH:7]=3)=[CH:18][C:17]3[CH2:16][CH:15]([OH:19])[CH2:14][CH2:13][C:12]=3[CH:11]=2)[S:24]1(=[O:26])=[O:25])[C:29]1[CH:34]=[CH:33][CH:32]=[CH:31][CH:30]=1 |f:2.3.4|. Reported procedure: A mixture of 5-(3-benzyloxy-6-hydroxy-5,6,7,8-tetrahydronaphthalen-2-yl)-1,1-dioxo-1,2,5-thiadiazolidin-3-one (90 mg, 0.23 mmol) from preparing Example 45, benzyl bromide (0.033 mL, 0.28 mmol) and potassium carbonate (63 mg, 0.46 mmol) in DMF (2 mL) is stirred at RT for 18 h. The mixture is partitioned between EtOAc and 1 N HCl solution. The organic extract is dried with MgSO4 and concentrated. The residue is purified to give the title compound as an oil: (M+NH4)+=478. Reactants: BrCc1ccc2ccccc2c1, CCCCCC(=O)c1cccc(O)c1, O=C([O-])[O-], CC(C)=O, [I-], [K+], [K+], [K+]. The product is CCCCCC(=O)c1cccc(OCc2ccc3ccccc3c2)c1. Reaction SMILES: [Br:1][CH2:2][c:3]1[cH:4][c:5]2[cH:6][cH:7][cH:8][cH:9][c:10]2[cH:11][cH:12]1.[C:13]([CH2:14][CH2:15][CH2:16][CH2:17][CH3:18])(=[O:19])[c:20]1[cH:21][c:22]([OH:26])[cH:23][cH:24][cH:25]1.[C:27](=[O:28])([O-:29])[O-:30].[CH3:35][C:36](=[O:37])[CH3:38].[I-:34].[K+:31].[K+:32].[K+:33]>>[CH2:2]([c:3]1[cH:4][c:5]2[cH:6][cH:7][cH:8][cH:9][c:10]2[cH:11][cH:12]1)[O:26][c:22]1[cH:21][c:20]([C:13]([CH2:14][CH2:15][CH2:16][CH2:17][CH3:18])=[O:19])[cH:25][cH:24][cH:23]1. Reactants: C(#N)CC(=O)O (Cyanoacetic acid), C(C)(C)O (isopropanol), CS(=O)(=O)O (methanesulfonic acid), C(C)(C)O (isopropanol). The product is C(#N)CC(=O)OC(C)C (Isopropyl Cyanoacetate). Run at temperature 105 celsius. Reaction SMILES: [C:1]([CH2:3][C:4]([OH:6])=[O:5])#[N:2].[CH:7](O)([CH3:9])[CH3:8].CS(O)(=O)=O>>[C:1]([CH2:3][C:4]([O:6][CH:7]([CH3:9])[CH3:8])=[O:5])#[N:2]. Procedure details: Cyanoacetic acid (85.5 g; 1.0 mol), isopropanol (80 g; 1.33 mol) and methanesulfonic acid (1.00 g; 0.01 mol) were introduced into a 500 ml flask. The mixture was slowly heated to a maximum of 105° C. while collecting distillates at 77-80° C. Additional isopropanol (220 g; 3.67 mol) was added to maintain the flask at 105-110° C. and the collection of distillates was continued at 77-80° C. After distilling off the unreacted isopropanol, the isopropyl cyanoacetate (bp 100° C./20 mm Hg) was collecte... As a reaction SMILES: [CH3:1][C:2]([C:4]1[CH:9]=[CH:8][C:7]([Cl:10])=[CH:6][CH:5]=1)=[O:3].CO[C:13](OC)([N:15]([CH3:17])[CH3:16])[CH3:14]>>[Cl:10][C:7]1[CH:8]=[CH:9][C:4]([C:2](=[O:3])[CH:1]=[C:13]([N:15]([CH3:17])[CH3:16])[CH3:14])=[CH:5][CH:6]=1. Yields the product ClC1=CC=C(C=C1)C(C=C(C)N(C)C)=O (1-(4-chlorophenyl)-3-(dimethylamino)-2-buten-1-one). Starting materials: CC(=O)C1=CC=C(C=C1)Cl (4-chloroacetophenone), COC(C)(N(C)C)OC (N,N-dimethylacetamide dimethyl acetal). Procedure details: A mixture of 25.0 g of 4-chloroacetophenone and 40 ml of N,N-dimethylacetamide dimethyl acetal was stirred and heated at reflux for 3 hours. The mixture was evaporated in vacuo to give a red solid. The solid was triturated with n-hexane and filtered. The solid was washed with n-hexane and dried to give 15.6 g of 1-(4-chlorophenyl)-3-(dimethylamino)-2-buten-1-one as red crystals, mp 103°-105° C. The reactants are ketone, C(C)B(C=1C=NC=CC1)CC (Diethyl(3-pyridyl)borane), C([O-])([O-])=O.[K+].[K+] (potassium carbonate), BrC=1C=C(C=NC1)C(C=1N=CN2C1SC=C2)O (7-[(5-bromopyridin-3-yl)hydroxymethyl]imidazo[5,1-b]thiazole), C(C)(=O)OCC (Ethyl acetate). The reagents and catalysts are [O-2].[O-2].[Mn+4] (manganese dioxide), C=1C=CC(=CC1)[P](C=2C=CC=CC2)(C=3C=CC=CC3)[Pd]([P](C=4C=CC=CC4)(C=5C=CC=CC5)C=6C=CC=CC6)([P](C=7C=CC=CC7)(C=8C=CC=CC8)C=9C=CC=CC9)[P](C=1C=CC=CC1)(C=1C=CC=CC1)C=1C=CC=CC1 (tetrakis(triphenylphosphine)palladium(0)). Run in CN(C=O)C (N,N-dimethylformamide). Reaction conditions: temperature 90 celsius, time 2.5 hour. Product: ketone, N1=CC(=CC(=C1)C(=O)C=1N=CN2C1SC=C2)C=2C=NC=CC2 (7-([3,3′]bipyridinyl-5-yl)carbonylimidazo[5,1-b]thiazole). Isolated yield 34.9%. Reaction SMILES: Br[C:2]1[CH:3]=[C:4]([CH:8]([OH:17])[C:9]2[N:10]=[CH:11][N:12]3[CH:16]=[CH:15][S:14][C:13]=23)[CH:5]=[N:6][CH:7]=1.C(B(CC)[C:21]1[CH:22]=[N:23][CH:24]=[CH:25][CH:26]=1)C.C(=O)([O-])[O-].[K+].[K+].C(OCC)(=O)C>CN(C)C=O.[O-2].[O-2].[Mn+4].C1C=CC([P]([Pd]([P](C2C=CC=CC=2)(C2C=CC=CC=2)C2C=CC=CC=2)([P](C2C=CC=CC=2)(C2C=CC=CC=2)C2C=CC=CC=2)[P](C2C=CC=CC=2)(C2C=CC=CC=2)C2C=CC=CC=2)(C2C=CC=CC=2)C2C=CC=CC=2)=CC=1>[N:6]1[CH:5]=[C:4]([C:8]([C:9]2[N:10]=[CH:11][N:12]3[CH:16]=[CH:15][S:14][C:13]=23)=[O:17])[CH:3]=[C:2]([C:21]2[CH:22]=[N:23][CH:24]=[CH:25][CH:26]=2)[CH:7]=1 |f:2.3.4,7.8.9,^1:52,54,73,92|. Reported procedure: A ketone compound (1.96 g) was prepared in substantially the same manner as in step b) of Synthesis Example 1, except that 2.77 g of 7-[(5-bromopyridin-3-yl)hydroxymethyl]imidazo[5,1-b]thiazole and 2.00 g of manganese dioxide were used as the starting compounds. The ketone compound (616 mg) was dissolved in 20 ml of N,N-dimethylformamide to prepare a solution. Diethyl(3-pyridyl)borane (588 mg), 232 mg of tetrakis(triphenylphosphine)palladium(0), and 552 mg of potassium carbonate were added to th... Starting materials: Cl.BrC=1C=C2C=3N(C(C(NC3C1)=O)=O)C(CC2)CN (9-bromo-5-aminomethyl-6,7-dihydro-1H, 5H-pyrido[1,2,3-de]quinoxaline-2,3-dione hydrochloride), C(C1=CC=CC=C1)(=O)O (benzoic acid). The product is BrC=1C=C2C=3N(C(C(NC3C1)=O)=O)C(CC2)CNC(C2=CC=CC=C2)=O (9-Bromo-5-benzoylaminomethyl-6,7-dihydro-1H, 5H-pyrido[1,2,3-de]quinoxaline-2,3-dione). Isolated yield 58.9%. As a reaction SMILES: Cl.[Br:2][C:3]1[CH:4]=[C:5]2[CH2:17][CH2:16][CH:15]([CH2:18][NH2:19])[N:7]3[C:8](=[O:14])[C:9](=[O:13])[NH:10][C:11]([CH:12]=1)=[C:6]23.[C:20](O)(=[O:27])[C:21]1[CH:26]=[CH:25][CH:24]=[CH:23][CH:22]=1>>[Br:2][C:3]1[CH:4]=[C:5]2[CH2:17][CH2:16][CH:15]([CH2:18][NH:19][C:20](=[O:27])[C:21]3[CH:26]=[CH:25][CH:24]=[CH:23][CH:22]=3)[N:7]3[C:8](=[O:14])[C:9](=[O:13])[NH:10][C:11]([CH:12]=1)=[C:6]23 |f:0.1|. Procedure details: A procedure similar to that described in Example 15 was carried out with 9-bromo-5-aminomethyl-6,7-dihydro-1H, 5H-pyrido[1,2,3-de]quinoxaline-2,3-dione hydrochloride (800 mg, 2.31 mmol) and benzoic acid (312 mg, 2.56 mmol) to give 564 mg of the title compound (59%): mp 169~175° C. (dec); 1H NMR (270 MHz, DMSO-d6) δ12.03 (s, 1H), 8.66 (t, 1H, J=5.4 Hz), 7.77 (d, 2H, J=8.6 Hz), 7.41~7.56 (m, 3H), 7.24 (s, 1H), 7.19 (s, 1H), 5.03~5.13 (m, 1H), 3.62 (dt, 1H, J=11, 6.5 Hz), 3.28~3.40 (m, 1H), 3.10 (d... Reactants: O (water), Cl (hydrochloric acid), ice, C1(=CC=CC=C1)C(C1=CC=CC=C1)OC([C@@H](ON)C1=CC(=C(C=C1)OC(C)=O)OC(C)=O)=O ((S)-2-aminooxy-(3,4-diacetoxyphenyl)acetic acid diphenylmethyl ester), NC=1SC=C(N1)C(C(=O)O)=O (2-(2-amino-4-thiazolyl)glyoxylic acid). Solvent: CN(C=O)C (dimethylformamide). Reaction conditions: time 8 hour. Yields the product NC=1SC=C(N1)/C(/C(=O)O)=N/O[C@@H](C1=CC(=C(C=C1)OC(C)=O)OC(C)=O)C(=O)OC(C1=CC=CC=C1)C1=CC=CC=C1 (2-(2-amino-4-thiazolyl)-2-[Z-[(S)-diphenylmethyloxycarbonyl(3,4-diacetoxyphenyl)methyl]oxyimino]acetic acid). The yield is 81.8%. RXN SMILES: [C:1]1([CH:7]([O:14][C:15](=[O:33])[C@H:16]([C:19]2[CH:24]=[CH:23][C:22]([O:25][C:26](=[O:28])[CH3:27])=[C:21]([O:29][C:30](=[O:32])[CH3:31])[CH:20]=2)[O:17][NH2:18])[C:8]2[CH:13]=[CH:12][CH:11]=[CH:10][CH:9]=2)[CH:6]=[CH:5][CH:4]=[CH:3][CH:2]=1.[NH2:34][C:35]1[S:36][CH:37]=[C:38]([C:40](=O)[C:41]([OH:43])=[O:42])[N:39]=1.O.Cl>CN(C)C=O>[NH2:34][C:35]1[S:36][CH:37]=[C:38](/[C:40](=[N:18]/[O:17][C@H:16]([C:15]([O:14][CH:7]([C:8]2[CH:13]=[CH:12][CH:11]=[CH:10][CH:9]=2)[C:1]2[CH:2]=[CH:3][CH:4]=[CH:5][CH:6]=2)=[O:33])[C:19]2[CH:24]=[CH:23][C:22]([O:25][C:26](=[O:28])[CH3:27])=[C:21]([O:29][C:30](=[O:32])[CH3:31])[CH:20]=2)/[C:41]([OH:43])=[O:42])[N:39]=1. Reported procedure: To an ice-cooled solution of the product obtained in Step 4 (20.3 g) in dimethylformamide (60 ml) was added 2-(2-amino-4-thiazolyl)glyoxylic acid (7.8 g). The mixture was allowed to stand until it reached room temperature, and stirred overnight. The reaction mixture was then poured into ice-cooled water (400 ml), and the pH of the resulting mixture was adjusted to 2.0 with 1N hydrochloric acid. The mixture was extracted twice with ethyl acetate (500 ml). The combined organic layer was washed wit...